Dataset: the Open Reaction Database (ORD), a public repository of structured organic reaction records. Task: describe an organic reaction: reactants, conditions, products, and yield Reactants: C(CCC)(=O)C=1C=NC2=C(C=CC=C2C1Cl)OC (3-Butyryl-4-chloro-8-methoxyquinoline), NC1=CC=C(C=C1)O (4-aminophenol). Solvent: O1CCOCC1 (1,4-dioxan). Yields the product C(CCC)(=O)C=1C=NC2=C(C=CC=C2C1NC1=CC=C(C=C1)O)OC (3-butyryl-4-(4-hydroxyphenylamino)-8-methoxyquinoline). The yield is 59.5%. Reaction SMILES: [C:1]([C:6]1[CH:7]=[N:8][C:9]2[C:14]([C:15]=1Cl)=[CH:13][CH:12]=[CH:11][C:10]=2[O:17][CH3:18])(=[O:5])[CH2:2][CH2:3][CH3:4].[NH2:19][C:20]1[CH:25]=[CH:24][C:23]([OH:26])=[CH:22][CH:21]=1>O1CCOCC1>[C:1]([C:6]1[CH:7]=[N:8][C:9]2[C:14]([C:15]=1[NH:19][C:20]1[CH:25]=[CH:24][C:23]([OH:26])=[CH:22][CH:21]=1)=[CH:13][CH:12]=[CH:11][C:10]=2[O:17][CH3:18])(=[O:5])[CH2:2][CH2:3][CH3:4]. Procedure details: 3-Butyryl-4-chloro-8-methoxyquinoline (2 g, 8 mmol), 4-aminophenol (1.24 g, 11 mmol) and 1,4-dioxan (50 ml) were heated at reflux for 2 hours, then the solid filtered off and converted to free base. Recrystallisation from ethanol and then methanol gave 3-butyryl-4-(4-hydroxyphenylamino)-8-methoxyquinoline (1.6 g), m.p. 270°-272°. The reactants are [Br-], O=Cc1cc(Br)cc2c1OCO2, C[Mg+], C1CCOC1. Yields the product CC(O)c1cc(Br)cc2c1OCO2. As a reaction SMILES: [Br-:13].[Br:1][c:2]1[cH:3][c:4]([CH:11]=[O:12])[c:5]2[c:6]([cH:10]1)[O:7][CH2:8][O:9]2.[CH3:14][Mg+:15].[O:16]1[CH2:17][CH2:18][CH2:19][CH2:20]1>>[Br:1][c:2]1[cH:3][c:4]([CH:11]([OH:12])[CH3:14])[c:5]2[c:6]([cH:10]1)[O:7][CH2:8][O:9]2. The reactants are OCC(CO)(C)C.ClC=1C=C(C=CC1)C(CNC(CC1=CC2=C(OC(O2)(C(=O)O)C(=O)O)C=C1)C)O (5-{2-[2-(3-chloro-phenyl)-2-hydroxy-ethylamino]-propyl}-benzo[1,3]dioxole-2,2-dicarboxylic acid 3-hydroxy-2,2-dimethyl-propanol), [K+].[Br-] (KBr), Cl (HCl). The product is OCC(COC(=O)C1(OC2=C(O1)C=CC(=C2)C[C@@H](C)NC[C@H](O)C2=CC(=CC=C2)Cl)C(=O)OCC(CO)(C)C)(C)C (5-{(2R)-2-[(2R)-2-(3-Chloro-phenyl)-2-hydroxy-ethylamino]-propyl}-benzo[1,3]dioxole-2,2-dicarboxylic aicd bis-(3-hydroxy-2,2-dimethyl-propyl) ester). Reaction SMILES: [OH:1][CH2:2][C:3]([CH3:7])([CH3:6])[CH2:4][OH:5].[Cl:8][C:9]1[CH:10]=[C:11]([CH:15]([OH:36])[CH2:16][NH:17][CH:18]([CH3:35])[CH2:19][C:20]2[CH:34]=[CH:33][C:23]3[O:24][C:25]([C:30](O)=[O:31])([C:27]([OH:29])=[O:28])[O:26][C:22]=3[CH:21]=2)[CH:12]=[CH:13][CH:14]=1.[K+].[Br-].Cl>>[OH:1][CH2:2][C:3]([CH3:7])([CH3:6])[CH2:4][O:5][C:30]([C:25]1([C:27]([O:29][CH2:4][C:3]([CH3:7])([CH3:6])[CH2:2][OH:1])=[O:28])[O:24][C:23]2[CH:33]=[CH:34][C:20]([CH2:19][C@H:18]([NH:17][CH2:16][C@@H:15]([C:11]3[CH:12]=[CH:13][CH:14]=[C:9]([Cl:8])[CH:10]=3)[OH:36])[CH3:35])=[CH:21][C:22]=2[O:26]1)=[O:31] |f:0.1,2.3|. Reported procedure: The title compound was prepared from 5-{2-[2-(3-chloro-phenyl)-2-hydroxy-ethylamino]-propyl}-benzo[1,3]dioxole-2,2-dicarboxylic acid 3-hydroxy-2,2-dimethyl-propanol according to the procedure of Example 1 as an off-white solid; 1H NMR (DMSO-d6,400 MHz) δ0.78 (s, 12H, 4×CH3), 1.09 (d, J=6.4 Hz, 3H, CH3), 2.6 (m, 1H, CH), 3-3.3 (m, 7H, CH, CH2), 3.4 (brs, 1H, CH), 4.04 (s, 4H, OCH2, OCH2),4.65 (m, 2H, OH), 5.05 (m, 1H, CH), 6.34 (d, J=4.17 Hz, 1H, OH), 6.85 (dd, J=7.9, 1.53 Hz, 1H, Ar--H), 7.07 (m... The reactants are FC1=CC=CC=2NCC(OC21)C(=O)N (3,4-Dihydro-8-fluoro-2H-1,4-benzoxazine-2-carboxamide), CC1=CC=CC=2NCCOC21.CCC(=O)[O-] (3,4-dihydro-8-methyl-2H-1,4-benzoxazine 2-ethyl carboxylate). Product: CC1=CC=CC=2NCC(OC21)C(=O)N (Dihydro-8-methyl-2H-1,4-benzoxazine-2-carboxamide). Reaction SMILES: F[C:2]1[C:11]2[O:10][CH:9]([C:12]([NH2:14])=[O:13])[CH2:8][NH:7][C:6]=2[CH:5]=[CH:4][CH:3]=1.[CH3:15]C1C2OCCNC=2C=CC=1.CCC([O-])=O>>[CH3:15][C:2]1[C:11]2[O:10][CH:9]([C:12]([NH2:14])=[O:13])[CH2:8][NH:7][C:6]=2[CH:5]=[CH:4][CH:3]=1 |f:1.2|. Procedure details: This compound is obtained using the same experimental conditions as those used for the synthesis of intermediate (4b) but replacing 3,4-dihydro-8-fluoro-2H-1,4-benzoxazine-2-ethyl carboxylate (5b) with 3,4-dihydro-8-methyl-2H-1,4-benzoxazine-2-ethyl carboxylate (5c), [220120-58-1]. The title compound of formula (4c) is obtained. Reactants: C(C)N(C(C)C)C(C)C (N-ethyl-diisopropylamine), C(C)N=C=NCCCN(C)C (1-ethyl-3-(3-dimethylaminopropyl) carbodiimide), O.ON1N=NC2=C1C=CC=C2 (1-hydroxybenzotriazole hydrate), C1(CC1)C1=NC(=CC(=C1C(=O)O)C)N1CCOCC1 (2-cyclopropyl-4-methyl-6-morpholin-4-yl-pyridine-3-carboxylic acid), NC[C@@H]1[C@H](CCCC1)O ((1S,2R)-2-(aminomethyl)cyclohexanol). Solvent: C(C)(=O)OCC (ethyl acetate), [Cl-].[NH4+] (ammonium chloride), ClCCl (dichloromethane). Conditions: time 15 minute. Product: C1(CC1)C1=NC(=CC(=C1C(=O)NC[C@@H]1[C@H](CCCC1)O)C)N1CCOCC1 (2-cyclopropyl-N-[[(1R,2S)-2-hydroxy-cyclohexyl]-methyl]-4-methyl-6-morpholin-4-yl-pyridine-3-carboxylic acid amide). Yield: 80.0%. Reaction SMILES: [CH:1]1([C:4]2[C:9]([C:10]([OH:12])=O)=[C:8]([CH3:13])[CH:7]=[C:6]([N:14]3[CH2:19][CH2:18][O:17][CH2:16][CH2:15]3)[N:5]=2)[CH2:3][CH2:2]1.C(N(C(C)C)C(C)C)C.C(N=C=NCCCN(C)C)C.O.ON1C2C=CC=CC=2N=N1.[NH2:51][CH2:52][C@H:53]1[CH2:58][CH2:57][CH2:56][CH2:55][C@@H:54]1[OH:59]>ClCCl.C(OCC)(=O)C.[Cl-].[NH4+]>[CH:1]1([C:4]2[C:9]([C:10]([NH:51][CH2:52][C@H:53]3[CH2:58][CH2:57][CH2:56][CH2:55][C@@H:54]3[OH:59])=[O:12])=[C:8]([CH3:13])[CH:7]=[C:6]([N:14]3[CH2:19][CH2:18][O:17][CH2:16][CH2:15]3)[N:5]=2)[CH2:2][CH2:3]1 |f:3.4,8.9|. Reported procedure: To a solution of 2-cyclopropyl-4-methyl-6-morpholin-4-yl-pyridine-3-carboxylic acid (synthesized according to the methods described in sections a) to d) of example X1) (0.15 g, 0.57 mmol) in dichloromethane (10 ml) are added N-ethyl-diisopropylamine (0.24 ml, 1.43 mmol), 1-ethyl-3-(3-dimethylaminopropyl) carbodiimide (0.13 g, 0.69 mmol), and 1-hydroxybenzotriazole hydrate (0.015 g, 0.11 mmol). The mixture is stirred for 15 min at RT, and then cooled to 0° C., before (1S,2R)-2-(aminomethyl)cycloh... Starting materials: CN(Cc1cccnc1)C(=O)OC(C)(C)C, O=C(OO)c1cccc(Cl)c1, ClCCl. The product is CN(Cc1ccc[n+]([O-])c1)C(=O)OC(C)(C)C. RXN SMILES: [CH3:1][N:2]([C:3]([O:4][C:5]([CH3:6])([CH3:7])[CH3:8])=[O:9])[CH2:10][c:11]1[cH:12][n:13][cH:14][cH:15][cH:16]1.[Cl:17][c:18]1[cH:19][cH:20][cH:21][c:22]([C:23]([O:24][OH:26])=[O:25])[cH:27]1.[Cl:28][CH2:29][Cl:30]>>[CH3:1][N:2]([C:3]([O:4][C:5]([CH3:6])([CH3:7])[CH3:8])=[O:9])[CH2:10][c:11]1[cH:12][n+:13]([O-:25])[cH:14][cH:15][cH:16]1.